Dataset: the Open Reaction Database (ORD), a public repository of structured organic reaction records. Task: describe an organic reaction: reactants, conditions, products, and yield Starting materials: OC1=C2C(=CC(OC2=C(C(=C1)O)C=O)=O)CCC (5,7-Dihydroxy-2-oxo-4-propyl-2H-chromene-8-carbaldehyde), C([O-])([O-])=O.[K+].[K+] (potassium carbonate), ClC(C#C)(C)C (3-chloro-3-methyl-1-butyne). Reagents/catalysts: [I-].C(CCC)[N+](CCCC)(CCCC)CCCC (tetrabutylammonium iodide), [Cl-].[Cl-].[Zn+2] (ZnCl2), [Cl-].[Cl-].[Zn+2] (ZnCl2). Solvent: CC(CC)=O (2-butanone), CN(C)C=O (DMF). Run at temperature 60 celsius, time 24 hour. The product is OC1=C2C(=C3C(=CC(OC3=C1C=O)=O)CCC)OC(C=C2)(C)C (5-Hydroxy-2,2-dimethyl-8-oxo-10-propyl-2H,8H-pyrano[2,3-f]chromene-6-carbaldehyde). The yield is 63.1%. Reaction SMILES: [OH:1][C:2]1[CH:11]=[C:10]([OH:12])[C:9]([CH:13]=[O:14])=[C:8]2[C:3]=1[C:4]([CH2:16][CH2:17][CH3:18])=[CH:5][C:6](=[O:15])[O:7]2.C(=O)([O-])[O-].[K+].[K+].Cl[C:26]([CH3:30])([CH3:29])[C:27]#[CH:28]>CC(=O)CC.CN(C=O)C.[I-].C([N+](CCCC)(CCCC)CCCC)CCC.[Cl-].[Cl-].[Zn+2]>[OH:12][C:10]1[C:9]([CH:13]=[O:14])=[C:8]2[C:3]([C:4]([CH2:16][CH2:17][CH3:18])=[CH:5][C:6](=[O:15])[O:7]2)=[C:2]2[O:1][C:26]([CH3:30])([CH3:29])[CH:27]=[CH:28][C:11]=12 |f:1.2.3,7.8,9.10.11|. Reported procedure: To a solution of 6 (5.60 g, 22.5 mmol) in 2-butanone (125 mL) and dry DMF (10 mL) was added potassium carbonate (13.2 g, 95.5 mmol), tetrabutylammonium iodide (12.2 g, 33.0 mmol) and 3-chloro-3-methyl-1-butyne (11.2 g, 109 mmol). The reaction mixture was heated at 60° C. for 1 h, at which time anhydrous ZnCl2 (16 mL, 1 M solution in ether) was added. The reaction mixture was then heated at 60° C. for 12 h. Additional anhydrous ZnCl2 (8 mL, 1M solution in ether) was added, and the reaction mixtur... Reactants: CC(C)=O, COc1ccc(C=O)cc1OC, CCO, Cl, [Na+], [OH-], O. Product: COc1ccc(C=CC(C)=O)cc1OC. Reaction SMILES: [CH3:17][C:18]([CH3:19])=[O:20].[CH3:1][O:2][c:3]1[cH:4][c:5]([CH:6]=[O:7])[cH:8][cH:9][c:10]1[O:11][CH3:12].[CH3:21][CH2:22][OH:23].[ClH:16].[Na+:15].[OH-:14].[OH2:13]>>[CH3:1][O:2][c:3]1[cH:4][c:5]([CH:6]=[CH:17][C:18]([CH3:19])=[O:20])[cH:8][cH:9][c:10]1[O:11][CH3:12]. The reactants are ClC1=C(C=C(C(=O)O)C=C1)[N+](=O)[O-] (4-chloro-3-nitrobenzoic acid), C(C1CCCO1)N (tetrahydrofurfurylamine), ClC1=CC=C(C2=CC=C(C=C2C2=NC3=CC=C(C=C3C=C2)C2=NC3=C(N2CC)C=CC(=C3)C(=O)O)OC)C=C1 (2-[2-(4′-chloro-4-methoxy-biphen-2-yl)-quinolin-6-yl]-1-ethyl-1H-benzoimidazole-5-carboxylic acid). Yields the product ClC1=CC=C(C2=CC=C(C=C2C2=NC3=CC=C(C=C3C=C2)C2=NC3=C(N2CC2OCCC2)C=CC(=C3)C(=O)O)OC)C=C1 (2-[2-(4′-chloro-4-methoxy-biphen-2-yl)-quinolin-6-yl]-1-(tetrahydrofuran-2-yl-methyl)-1H-benzoimidazole-5-carboxylic acid). RXN SMILES: Cl[C:2]1[CH:10]=[CH:9][C:5]([C:6]([OH:8])=[O:7])=[CH:4][C:3]=1[N+:11]([O-])=O.C(N)C1OCCC1.[Cl:21][C:22]1[CH:59]=[CH:58][C:25]([C:26]2[C:31]([C:32]3[CH:41]=[CH:40][C:39]4[C:34](=[CH:35][CH:36]=[C:37]([C:42]5[N:46](CC)[C:45]6[CH:49]=[CH:50][C:51]([C:53]([OH:55])=O)=CC=6N=5)[CH:38]=4)[N:33]=3)=[CH:30][C:29]([O:56][CH3:57])=[CH:28][CH:27]=2)=[CH:24][CH:23]=1>>[Cl:21][C:22]1[CH:59]=[CH:58][C:25]([C:26]2[C:31]([C:32]3[CH:41]=[CH:40][C:39]4[C:34](=[CH:35][CH:36]=[C:37]([C:42]5[N:46]([CH2:45][CH:49]6[CH2:50][CH2:51][CH2:53][O:55]6)[C:2]6[CH:10]=[CH:9][C:5]([C:6]([OH:8])=[O:7])=[CH:4][C:3]=6[N:11]=5)[CH:38]=4)[N:33]=3)=[CH:30][C:29]([O:56][CH3:57])=[CH:28][CH:27]=2)=[CH:24][CH:23]=1. Procedure: The title compound was prepared from Resin 534a and tetrahydrofurfurylamine according to the procedure described in the preparation of Compound 534. Reactants: [Br-] (bromide), BrC=1C=C(C=CC1)C=1N=C2N(C=CC(=C2)C2=NN3C(C(=NC=C3C)C)=N2)C1 (2-(2-(3-bromophenyl)imidazo[1,2-a]pyridin-7-yl)-5,8-dimethyl-[1,2,4]triazolo[1,5-a]pyrazine), C1(CC1)B(O)O (cyclopropylboronic acid), C1(CCCCC1)P(C1CCCCC1)C1CCCCC1 (TRICYCLOHEXYLPHOSPHINE), [O-]P(=O)([O-])[O-].[K+].[K+].[K+] (potassium phosphate tribasic). The reagents and catalysts are C(C)(=O)[O-].[Pd+2].C(C)(=O)[O-] (PALLADIUM(II) ACETATE). Run in O (Water), C1(=CC=CC=C1)C (Toluene). Run at temperature 110 celsius. The product is C1(CC1)C=1C=C(C=CC1)C=1N=C2N(C=CC(=C2)C2=NN3C(C(=NC=C3C)C)=N2)C1 (2-(2-(3-cyclopropylphenyl)imidazo[1,2-a]pyridin-7-yl)-5,8-dimethyl-[1,2,4]triazolo[1,5-a]pyrazine). The yield is 65.9%. As a reaction SMILES: Br[C:2]1[CH:3]=[C:4]([C:8]2[N:9]=[C:10]3[CH:15]=[C:14]([C:16]4[N:26]=[C:19]5[C:20]([CH3:25])=[N:21][CH:22]=[C:23]([CH3:24])[N:18]5[N:17]=4)[CH:13]=[CH:12][N:11]3[CH:27]=2)[CH:5]=[CH:6][CH:7]=1.[CH:28]1(B(O)O)[CH2:30][CH2:29]1.C1(P(C2CCCCC2)C2CCCCC2)CCCCC1.[O-]P([O-])([O-])=O.[K+].[K+].[K+].[Br-]>C([O-])(=O)C.[Pd+2].C([O-])(=O)C.O.C1(C)C=CC=CC=1>[CH:28]1([C:2]2[CH:3]=[C:4]([C:8]3[N:9]=[C:10]4[CH:15]=[C:14]([C:16]5[N:26]=[C:19]6[C:20]([CH3:25])=[N:21][CH:22]=[C:23]([CH3:24])[N:18]6[N:17]=5)[CH:13]=[CH:12][N:11]4[CH:27]=3)[CH:5]=[CH:6][CH:7]=2)[CH2:30][CH2:29]1 |f:3.4.5.6,8.9.10|. Procedure details: To a microwave vial was added 2-(2-(3-bromophenyl)imidazo[1,2-a]pyridin-7-yl)-5,8-dimethyl-[1,2,4]triazolo[1,5-a]pyrazine (37 mg, 0.088 mmol), cyclopropylboronic acid (22.74 mg, 0.265 mmol), TRICYCLOHEXYLPHOSPHINE (12.37 mg, 0.044 mmol), Toluene (1 mL), Water (0.3 mL) and potassium phosphate tribasic (74.9 mg, 0.353 mmol). The solution was purged with nitrogen for 5 min and then PALLADIUM(II) ACETATE (1.981 mg, 8.82 μmol) was added. The reaction vial was sealed and heated to 110° C. for 16 hours... Starting materials: C(C)(C)(C)[SiH2]OC(C1=C(C=NC=C1)C=1N(C2=CC=CC=C2C1)C)(C)C (2-[4-(tert-butyl-dimethyl-silanyloxymethyl)-pyridin-3-yl]-1-methyl-1H-indole), ClS(=O)(=O)N=C=O (chlorosulfonyl isocyanate), CN(C)C=O (DMF). The solvent is C(Cl)Cl (DCM). Run at time 5 minute. The product is C(C)(C)(C)[SiH2]OC(C1=C(C=NC=C1)C=1N(C2=CC=CC=C2C1C#N)C)(C)C (2-[4-(tert-butyl-dimethyl-silanyloxymethyl)-pyridin-3-yl]-1-methyl-1H-indole-3-carbonitrile). As a reaction SMILES: [C:1]([SiH2:5][O:6][C:7]([CH3:25])([CH3:24])[C:8]1[CH:13]=[CH:12][N:11]=[CH:10][C:9]=1[C:14]1[N:15]([CH3:23])[C:16]2[C:21]([CH:22]=1)=[CH:20][CH:19]=[CH:18][CH:17]=2)([CH3:4])([CH3:3])[CH3:2].ClS([N:30]=[C:31]=O)(=O)=O.CN(C=O)C>C(Cl)Cl>[C:1]([SiH2:5][O:6][C:7]([CH3:25])([CH3:24])[C:8]1[CH:13]=[CH:12][N:11]=[CH:10][C:9]=1[C:14]1[N:15]([CH3:23])[C:16]2[C:21]([C:22]=1[C:31]#[N:30])=[CH:20][CH:19]=[CH:18][CH:17]=2)([CH3:4])([CH3:3])[CH3:2]. Procedure details: To a solution of 2-[4-(tert-butyl-dimethyl-silanyloxymethyl)-pyridin-3-yl]-1-methyl-1H-indole (0.263 g, 0.747 mmol) in DCM (5 mL) is added chlorosulfonyl isocyanate (0.162 mL, 1.867 mmol). After 5 min, DMF (1 mL) is added. After another 30 min, the reaction is concentrated under vacuo to afford 2-[4-(tert-butyl-dimethyl-silanyloxymethyl)-pyridin-3-yl]-1-methyl-1H-indole-3-carbonitrile as a light yellow solid, which is redissolved in DCM (3 mL). 4 M HCl in 1,4-dioxane (1 mL) is added, and the mix... Reactants: Cl.NCC1N(CCC1)C[C@H](O)C1=C(C2=C(C(OC2)=O)C=C1)C (5-[(1R)-2-[2-(aminomethyl)pyrrolidin-1-yl]-1-hydroxyethyl]-4-methyl-2-benzofuran-1(3H)-one hydrochloride), Cl.NCC1N(CCC1)C[C@H](O)C1=C(C2=C(C(OC2)=O)C=C1)C (5-[(1R)-2-[2-(aminomethyl)pyrrolidin-1-yl]-1-hydroxyethyl]-4-methyl-2-benzofuran-1(3H)-one hydrochloride), N1(N=NN=C1)C1=CC=C(C=C1)S(=O)(=O)Cl (4-(1H-tetrazol-1-yl)benzene-1-sulfonyl chloride). Product: O[C@@H](CN1C(CCC1)CNS(=O)(=O)C1=CC=C(C=C1)N1N=NN=C1)C=1C(=C2COC(C2=CC1)=O)C (N-((1-((R)-2-Hydroxy-2-(4-methyl-1-oxo-1,3-dihydroisobenzofuran-5-yl)ethyl)pyrrolidin-2-yl)methyl)-4-(1H-tetrazol-1-yl)benzenesulfonamide). Reaction SMILES: Cl.[NH2:2][CH2:3][CH:4]1[CH2:8][CH2:7][CH2:6][N:5]1[CH2:9][C@@H:10]([C:12]1[CH:21]=[CH:20][C:15]2[C:16](=[O:19])[O:17][CH2:18][C:14]=2[C:13]=1[CH3:22])[OH:11].[N:23]1([C:28]2[CH:33]=[CH:32][C:31]([S:34](Cl)(=[O:36])=[O:35])=[CH:30][CH:29]=2)[CH:27]=[N:26][N:25]=[N:24]1>>[OH:11][C@H:10]([C:12]1[C:13]([CH3:22])=[C:14]2[C:15](=[CH:20][CH:21]=1)[C:16](=[O:19])[O:17][CH2:18]2)[CH2:9][N:5]1[CH2:6][CH2:7][CH2:8][CH:4]1[CH2:3][NH:2][S:34]([C:31]1[CH:30]=[CH:29][C:28]([N:23]2[CH:27]=[N:26][N:25]=[N:24]2)=[CH:33][CH:32]=1)(=[O:35])=[O:36] |f:0.1|. Procedure details: N-((1-((R)-2-Hydroxy-2-(4-methyl-1-oxo-1,3-dihydroisobenzofuran-5-yl)ethyl)pyrrolidin-2-yl)methyl)-4-(1H-tetrazol-1-yl)benzenesulfonamide was prepared in a similar fashion to that described for the synthesis of EXAMPLE 13 starting from 5-41R)-2-(2-(aminomethyl)pyrrolidin-1-yl)-1-hydroxyethyl)-4-methylisobenzofuran-1(3H)-one hydrochloride [INTERMEDIATE 3] and commercially available 4-(1H-tetrazol-1-yl)benzene-1-sulfonyl chloride. Reactants: (amphos)2PdCl2, C([O-])([O-])=O.[K+].[K+] (potassium carbonate), C1(=CC=CC=C1)C(=C)B(O)O (1-phenylvinylboronic acid), O1C(OCCC1)C1=CC(=C(C=C1)C=1SC2=C(N1)C=CC(=C2)Br)F (2-(4-(1,3-dioxan-2-yl)-2-fluorophenyl)-6-bromobenzo[d]thiazole). Run in O1CCOCC1 (dioxane), CO (MeOH). Conditions: temperature 90 celsius. Product: O1C(OCCC1)C1=CC(=C(C=C1)C=1SC2=C(N1)C=CC(=C2)C(=C)C2=CC=CC=C2)F (2-(4-(1,3-dioxan-2-yl)-2-fluorophenyl)-6-(1-phenylvinyl)benzo[d]thiazole). Reaction SMILES: C(=O)([O-])[O-].[K+].[K+].[C:7]1([C:13](B(O)O)=[CH2:14])[CH:12]=[CH:11][CH:10]=[CH:9][CH:8]=1.[O:18]1[CH2:23][CH2:22][CH2:21][O:20][CH:19]1[C:24]1[CH:29]=[CH:28][C:27]([C:30]2[S:31][C:32]3[CH:38]=[C:37](Br)[CH:36]=[CH:35][C:33]=3[N:34]=2)=[C:26]([F:40])[CH:25]=1>O1CCOCC1.CO>[O:18]1[CH2:23][CH2:22][CH2:21][O:20][CH:19]1[C:24]1[CH:29]=[CH:28][C:27]([C:30]2[S:31][C:32]3[CH:38]=[C:37]([C:13]([C:7]4[CH:12]=[CH:11][CH:10]=[CH:9][CH:8]=4)=[CH2:14])[CH:36]=[CH:35][C:33]=3[N:34]=2)=[C:26]([F:40])[CH:25]=1 |f:0.1.2|. Reported procedure: A slurry of (amphos)2PdCl2 (0.114 g, 0.161 mmol), potassium carbonate (2.85 g, 20.6 mmol), 1-phenylvinylboronic acid (2.10 g, 14.2 mmol), 2-(4-(1,3-dioxan-2-yl)-2-fluorophenyl)-6-bromobenzo[d]thiazole (2.54 g, 6.44 mmol) in 20 mL dioxane/4 mL water was flushed with argon and sealed, and heated at 90° C. overnight. In the morning the reaction mixture was cooled and judged complete by LCMS. The reaction mixture was partitioned between EA/H2O and the organic layer was washed with brine, dried over ...